Dataset: the Open Reaction Database (ORD), a public repository of structured organic reaction records. Task: describe an organic reaction: reactants, conditions, products, and yield The reactants are FC=1C(NC(NC1)=O)=O (5-fluoropyrimidine-2,4(1H,3H)-dione), N12CCCCCC2=NCCC1 (1,8-diazabicyclo[5.4.0]undec-7-ene), BrCC(C)C (1-bromo-2-methylpropane). Run in CC#N (CH3CN). Yields the product FC=1C(NC(N(C1)CC(C)C)=O)=O (5-fluoro-1-isobutylpyrimidine-2,4(1H,3H)-dione). The yield is 35.3%. RXN SMILES: [F:1][C:2]1[C:3](=[O:9])[NH:4][C:5](=[O:8])[NH:6][CH:7]=1.N12CCCN=C1CCCCC2.Br[CH2:22][CH:23]([CH3:25])[CH3:24]>CC#N>[F:1][C:2]1[C:3](=[O:9])[NH:4][C:5](=[O:8])[N:6]([CH2:22][CH:23]([CH3:25])[CH3:24])[CH:7]=1. Procedure details: To a solution of 5-fluoropyrimidine-2,4(1H,3H)-dione (5.0 g, 38 mmol) and 1,8-diazabicyclo[5.4.0]undec-7-ene (DBU; 6.4 g, 42 mmol) in dry CH3CN (150 mL) at room temperature and under nitrogen was added 1-bromo-2-methylpropane (5.3 g, 38 mmol) dropwise. The reaction was then heated to reflux for 18 h. After cooling to room temperature, the solvent was removed in vacuo. The crude residue was purified by normal phase chromatography (gradient, 0 to 20% EtOAc/Petroleum ether), providing 5-fluoro-1-is... The reactants are CCCCNC(=O)C(C)CC(O)C(CC(CNC(=O)c1ccccc1OCCCOC)C(C)C)NC(=O)OC(C)(C)C, Cl, C1COCCO1. Yields the product Cl, CCCCNC(=O)C(C)CC(O)C(N)CC(CNC(=O)c1ccccc1OCCCOC)C(C)C. Reaction SMILES: [C:1]([O:2][C:3](=[O:4])[NH:8][CH:9]([CH2:10][CH:11]([CH2:12][NH:13][C:14]([c:15]1[c:16]([O:21][CH2:22][CH2:23][CH2:24][O:25][CH3:26])[cH:17][cH:18][cH:19][cH:20]1)=[O:27])[CH:28]([CH3:29])[CH3:30])[CH:31]([CH2:32][CH:33]([CH3:34])[C:35]([NH:36][CH2:37][CH2:38][CH2:39][CH3:40])=[O:41])[OH:42])([CH3:5])([CH3:6])[CH3:7].[ClH:43].[O:44]1[CH2:45][CH2:46][O:47][CH2:48][CH2:49]1>>[ClH:43].[NH2:8][CH:9]([CH2:10][CH:11]([CH2:12][NH:13][C:14]([c:15]1[c:16]([O:21][CH2:22][CH2:23][CH2:24][O:25][CH3:26])[cH:17][cH:18][cH:19][cH:20]1)=[O:27])[CH:28]([CH3:29])[CH3:30])[CH:31]([CH2:32][CH:33]([CH3:34])[C:35]([NH:36][CH2:37][CH2:38][CH2:39][CH3:40])=[O:41])[OH:42]. Starting materials: O=C(CC#N)CCC1=CC(=CC=C1)C1=CC=CC=C1 (3-oxo-5-(3-phenylphenyl)pentanenitrile), [BH4-].[Na+] (sodium borohydride), Cl (hydrochloric acid). Solvent: O1CCCC1 (tetrahydrofuran). Conditions: time 16 hour. Product: OC(CC#N)CCC1=CC(=CC=C1)C1=CC=CC=C1 (3-hydroxy-5-(3-phenyl-phenyl)pentanenitrile). Isolated yield 68.7%. RXN SMILES: [O:1]=[C:2]([CH2:6][CH2:7][C:8]1[CH:13]=[CH:12][CH:11]=[C:10]([C:14]2[CH:19]=[CH:18][CH:17]=[CH:16][CH:15]=2)[CH:9]=1)[CH2:3][C:4]#[N:5].[BH4-].[Na+].Cl>O1CCCC1>[OH:1][CH:2]([CH2:6][CH2:7][C:8]1[CH:13]=[CH:12][CH:11]=[C:10]([C:14]2[CH:19]=[CH:18][CH:17]=[CH:16][CH:15]=2)[CH:9]=1)[CH2:3][C:4]#[N:5] |f:1.2|. Reported procedure: Under a nitrogen atmosphere a stirred solution of 5.5 grams (0.022 mole) of 3-oxo-5-(3-phenylphenyl)pentanenitrile and 0.5 gram (0.013 mole) of sodium borohydride in 75 mL of tetrahydrofuran was heated at reflux for four hours. After this time the reaction mixture was allowed to cool to ambient temperature where it stood for about 16 hours. The reaction mixture was then poured into 300 mL of aqueous 1N hydrochloric acid. The mixture was extracted with two 150 mL portions of diethyl ether. The co...